From a dataset of the Open Reaction Database (ORD), a public repository of structured organic reaction records. describe an organic reaction: reactants, conditions, products, and yield The reactants are OC1CN(CCC1C1=CC=C(C=C1)O)C(=O)OC(C)(C)C (tert-butyl 3-hydroxy-4-(4-hydroxyphenyl)piperidine-1-carboxylate), BrCCCOC1=C(C=CC=C1)OC (1-(3-bromopropoxy)-2-methoxybenzene). Product: OC1CN(CCC1C1=CC=C(C=C1)OCCCOC1=C(C=CC=C1)OC)C(=O)OC(C)(C)C (tert-Butyl 3-hydroxy-4-{4-[3-(2-methoxyphenoxy)propoxy]phenyl}piperidine-1-carboxylate). As a reaction SMILES: [OH:1][CH:2]1[CH:7]([C:8]2[CH:13]=[CH:12][C:11]([OH:14])=[CH:10][CH:9]=2)[CH2:6][CH2:5][N:4]([C:15]([O:17][C:18]([CH3:21])([CH3:20])[CH3:19])=[O:16])[CH2:3]1.Br[CH2:23][CH2:24][CH2:25][O:26][C:27]1[CH:32]=[CH:31][CH:30]=[CH:29][C:28]=1[O:33][CH3:34]>>[OH:1][CH:2]1[CH:7]([C:8]2[CH:9]=[CH:10][C:11]([O:14][CH2:23][CH2:24][CH2:25][O:26][C:27]3[CH:32]=[CH:31][CH:30]=[CH:29][C:28]=3[O:33][CH3:34])=[CH:12][CH:13]=2)[CH2:6][CH2:5][N:4]([C:15]([O:17][C:18]([CH3:21])([CH3:20])[CH3:19])=[O:16])[CH2:3]1. Procedure: Analogously to Method I, 0.750 g of tert-butyl 3-hydroxy-4-(4-hydroxyphenyl)piperidine-1-carboxylate and 0.786 g of 1-(3-bromopropoxy)-2-methoxybenzene are reacted. The title compound is obtained as a slightly yellowish oil. Rf=0.25 (1:1 EtOAc-heptane); Rt=4.91.